From a dataset of the Open Reaction Database (ORD), a public repository of structured organic reaction records. describe an organic reaction: reactants, conditions, products, and yield Starting materials: [C-]#N, CCO, Cc1cccc(CBr)c1[N+](=O)[O-], [K+], O. The product is Cc1cccc(CC#N)c1[N+](=O)[O-]. RXN SMILES: [C-:16]#[N:17].[CH3:13][CH2:14][OH:15].[CH3:1][c:2]1[c:3]([N+:10](=[O:11])[O-:12])[c:4]([CH2:5][Br:6])[cH:7][cH:8][cH:9]1.[K+:18].[OH2:19]>>[CH3:1][c:2]1[c:3]([N+:10](=[O:11])[O-:12])[c:4]([CH2:5][C:16]#[N:17])[cH:7][cH:8][cH:9]1. As a reaction SMILES: [CH2:1]([N:3]([CH3:27])[C:4]1[N:26]=[C:7]2[CH:8]=[C:9]([NH:12][C:13]([C:15]3[N:19]([CH3:20])[N:18]=[CH:17][C:16]=3[C:21]([O:23]CC)=[O:22])=[O:14])[CH:10]=[CH:11][N:6]2[N:5]=1)[CH3:2].O.[OH-].[Li+].Cl>CO.O>[CH2:1]([N:3]([CH3:27])[C:4]1[N:26]=[C:7]2[CH:8]=[C:9]([NH:12][C:13]([C:15]3[N:19]([CH3:20])[N:18]=[CH:17][C:16]=3[C:21]([OH:23])=[O:22])=[O:14])[CH:10]=[CH:11][N:6]2[N:5]=1)[CH3:2] |f:1.2.3|. Reaction conditions: temperature 50 celsius, time 5 hour. Reactants: C(C)N(C1=NN2C(C=C(C=C2)NC(=O)C2=C(C=NN2C)C(=O)OCC)=N1)C (ethyl 5-(2-(ethyl(methyl)amino)-[1,2,4]triazolo[1,5-a]pyridin-7-ylcarbamoyl)-1-methyl-1H-pyrazole-4-carboxylate), O.[OH-].[Li+] (lithium hydroxide hydrate), Cl (hydrochloric acid). Procedure details: A mixture of ethyl 5-(2-(ethyl(methyl)amino)-[1,2,4]triazolo[1,5-a]pyridin-7-ylcarbamoyl)-1-methyl-1H-pyrazole-4-carboxylate (366 mg, 985 μmol) and lithium hydroxide hydrate (82.7 mg, 1.97 mmol) in methanol (15 ml) and water (5 ml) was stirred for 5 hours at 50° C. The methanol was evaporated, the residue was diluted with water and was then neutralized with hydrochloric acid 1N (1.97 ml, 1.97 mmol). The precipitated white solid was filtered off, washed with water several times and dried affordin... Solvent: CO (methanol), O (water). The yield is 90.5%. Yields the product C(C)N(C1=NN2C(C=C(C=C2)NC(=O)C2=C(C=NN2C)C(=O)O)=N1)C (5-[2-(ethyl-methyl-amino)-[1,2,4]triazolo[1,5-a]pyridin-7-ylcarbamoyl]-1-methyl-1H-pyrazole-4-carboxylic acid). Starting materials: O.O.C1(=CC=CC=C1)S(=O)[O-].[Na+] (sodium benzenesulfinate dihydrate), Cl (hydrochloric acid), mixed solvent, C1(=CC=CC=C1)C.C(C)O (toluene ethanol), C(=C)[C@@H]1CC[C@H](CC1)[C@@H]1CC[C@H](CC1)C=C[C@@H]1CC[C@H](CC1)CCCC1=CC=CC=C1 (4-(trans-4-(2-(trans-4-(trans-4-vinylcyclohexyl)cyclohexyl)vinyl)cyclohexyl)propylbenzene). The solvent is O (Water). Yields the product C(=C)[C@@H]1CC[C@H](CC1)[C@@H]1CC[C@H](CC1)/C=C/[C@@H]1CC[C@H](CC1)CCCC1=CC=CC=C1 ((E)-4-(trans-4-(2-(trans-4-(trans-4-vinylcyclohexyl)cyclohexyl)-vinyl)cyclohexyl)propylbenzene). The yield is 62.6%. As a reaction SMILES: O.O.C1(S([O-])=O)C=CC=CC=1.[Na+].Cl.C1(C)C=CC=CC=1.C(O)C.[CH:24]([C@H:26]1[CH2:31][CH2:30][C@H:29]([C@H:32]2[CH2:37][CH2:36][C@H:35]([CH:38]=[CH:39][C@H:40]3[CH2:45][CH2:44][C@H:43]([CH2:46][CH2:47][CH2:48][C:49]4[CH:54]=[CH:53][CH:52]=[CH:51][CH:50]=4)[CH2:42][CH2:41]3)[CH2:34][CH2:33]2)[CH2:28][CH2:27]1)=[CH2:25]>O>[CH:24]([C@H:26]1[CH2:31][CH2:30][C@H:29]([C@H:32]2[CH2:33][CH2:34][C@H:35](/[CH:38]=[CH:39]/[C@H:40]3[CH2:45][CH2:44][C@H:43]([CH2:46][CH2:47][CH2:48][C:49]4[CH:54]=[CH:53][CH:52]=[CH:51][CH:50]=4)[CH2:42][CH2:41]3)[CH2:36][CH2:37]2)[CH2:28][CH2:27]1)=[CH2:25] |f:0.1.2.3,5.6|. Procedure details: A mixture prepared by adding 5.9 g (29.5 mmol) of sodium benzenesulfinate dihydrate, 5 ml of 6N hydrochloric acid, and 40 ml of mixed solvent of toluene/ethanol (1/1) to 6.1 g (14.5 mmol) of the crude 4-(trans-4-(2-(trans-4-(trans-4-vinylcyclohexyl)cyclohexyl)vinyl)cyclohexyl)propylbenzene was refluxed for 40 hours. Water in an amount of 30 ml was added to the reaction mixture, extracted with 150 ml of toluene, washed with water thrice, and then dried over anhydrous magnesium sulfate. The solven... Starting materials: OC1=CC(=C(C=C1)/C=C/C(=O)OCC)C(F)(F)F (ethyl (2E)-3-[4-hydroxy-2-(trifluoromethyl)phenyl]prop-2-enoate), [H][H] (hydrogen). Reagents/catalysts: [C].[Pd] (Palladium carbon). Solvent: C(C)O (ethanol). Run at temperature 25 celsius, time 8 hour. The product is OC1=CC(=C(C=C1)CCC(=O)OCC)C(F)(F)F (Ethyl 3-[4-hydroxy-2-(trifluoromethyl)phenyl]propanoate). Reaction SMILES: [OH:1][C:2]1[CH:7]=[CH:6][C:5](/[CH:8]=[CH:9]/[C:10]([O:12][CH2:13][CH3:14])=[O:11])=[C:4]([C:15]([F:18])([F:17])[F:16])[CH:3]=1.[H][H]>[C].[Pd].C(O)C>[OH:1][C:2]1[CH:7]=[CH:6][C:5]([CH2:8][CH2:9][C:10]([O:12][CH2:13][CH3:14])=[O:11])=[C:4]([C:15]([F:16])([F:17])[F:18])[CH:3]=1 |f:2.3|. Reported procedure: Into a 500-mL round-bottom flask, was placed ethyl (2E)-3-[4-hydroxy-2-(trifluoromethyl)phenyl]prop-2-enoate (2.6 g, 9.99 mmol, 1.00 equiv), ethanol (40 mL), Palladium carbon (5 g). To the above hydrogen was introduced in. The resulting solution was stirred for overnight at 25° C. The solids were filtered out. The resulting mixture was concentrated under vacuum. This resulted in 1.4 g (crude) of ethyl 3-[4-hydroxy-2-(trifluoromethyl)phenyl]propanoate as light yellow oil. Starting materials: [BH4-].[Na+] (Sodium borohydride), CO (methanol), ClC1=CC2=C(N(C(=N2)CC(F)(F)F)CC(CC)=O)C=C1Cl (1-[5,6-dichloro-2-(2,2,2-trifluoro-ethyl)-benzoimidazol-1-yl]-butan-2-one). Solvent: O (water). Run at time 1 hour. Product: ClC1=CC2=C(N(C(=N2)CC(F)(F)F)CC(CC)O)C=C1Cl (1-[5,6-Dichloro-2-(2,2,2-trifluoro-ethyl)-benzoimidazol-1-yl]-butan-2-ol). As a reaction SMILES: [BH4-].[Na+].CO.[Cl:5][C:6]1[C:24]([Cl:25])=[CH:23][C:9]2[N:10]([CH2:18][C:19](=[O:22])[CH2:20][CH3:21])[C:11]([CH2:13][C:14]([F:17])([F:16])[F:15])=[N:12][C:8]=2[CH:7]=1>O>[Cl:5][C:6]1[C:24]([Cl:25])=[CH:23][C:9]2[N:10]([CH2:18][CH:19]([OH:22])[CH2:20][CH3:21])[C:11]([CH2:13][C:14]([F:15])([F:16])[F:17])=[N:12][C:8]=2[CH:7]=1 |f:0.1|. Procedure details: Sodium borohydride (11.16 mg, 0.2949 mmol) was added into methanol (5 mL). After the bubbling ceased, 1-[5,6-dichloro-2-(2,2,2-trifluoro-ethyl)-benzoimidazol-1-yl]-butan-2-one (19170-168) (100 mg, 0.2949 mmol) was added. The resulting mixture was stirred at room temperature for 1 hour. The resulting mixture was poured into water and then extracted with EtOAc. The organic layer was dried over anhydrous MgSO4. The solvent was distilled out under reduced pressure to yield the title compound as an o... The reactants are BrCC1CO1, CN(C)C=O, [H-], [Na+], OCCCCCCCc1ccccc1. Product: c1ccc(CCCCCCCOCC2CO2)cc1. As a reaction SMILES: [Br:15][CH2:16][CH:17]1[CH2:18][O:19]1.[CH3:22][N:23]([CH3:24])[CH:25]=[O:26].[H-:20].[Na+:21].[c:1]1([CH2:7][CH2:8][CH2:9][CH2:10][CH2:11][CH2:12][CH2:13][OH:14])[cH:2][cH:3][cH:4][cH:5][cH:6]1>>[c:1]1([CH2:7][CH2:8][CH2:9][CH2:10][CH2:11][CH2:12][CH2:13][O:14][CH2:16][CH:17]2[CH2:18][O:19]2)[cH:2][cH:3][cH:4][cH:5][cH:6]1.